From a dataset of the Open Reaction Database (ORD), a public repository of structured organic reaction records. describe an organic reaction: reactants, conditions, products, and yield Product: C1(=CC=C(C=C1)C=NC1CN2CCC1CC2)C2=CC=CC=C2 (3-[(biphenyl-4-ylmethylene)amino]quinuclidine). Solvent: C1(=CC=CC=C1)C (toluene). As a reaction SMILES: [C:1]1([C:9]2[CH:14]=[CH:13][CH:12]=[CH:11][CH:10]=2)[CH:6]=[CH:5][C:4]([CH:7]=O)=[CH:3][CH:2]=1.[NH2:15][CH:16]1[CH:21]2[CH2:22][CH2:23][N:18]([CH2:19][CH2:20]2)[CH2:17]1.O>C1(C)C=CC=CC=1>[C:1]1([C:9]2[CH:14]=[CH:13][CH:12]=[CH:11][CH:10]=2)[CH:6]=[CH:5][C:4]([CH:7]=[N:15][CH:16]2[CH:21]3[CH2:22][CH2:23][N:18]([CH2:19][CH2:20]3)[CH2:17]2)=[CH:3][CH:2]=1. Starting materials: C1(=CC=C(C=C1)C=O)C1=CC=CC=C1 (4-Biphenylcarboxaldehyde), NC1CN2CCC1CC2 (3-aminoquinuclidine), O (water). The yield is 59.3%. Reported procedure: 4-Biphenylcarboxaldehyde (160 mg) and 3-aminoquinuclidine (110 mg) were heated under reflux in toluene (50 ml) for 2 hours using a Dean and Stark water separator. The toluene was evaporated and the residue was purified by medium pressure column chromatography on alumina (ICN Alumina N 32-63), eluting with ethyl acetate to give 3-[(biphenyl-4-ylmethylene)amino]quinuclidine (150 mg) as a colourless solid, m.p. 82-84° C.; microanalysis, found: C, 82.2; H, 7.7; N, 9.6%; C20H22N2 requires: C, 82.7; H... Reactants: C(C1=CC=CC=C1)OC(=O)N1CCC(CC1)CN1CCN(CC1)C(=O)OC(C)(C)C (Tert-butyl 4-[(1-benzyloxycarbonyl-4-piperidyl)methyl]piperazine-1-carboxylate). Solvent: C(C)O (ethanol). As a reaction SMILES: C(OC([N:11]1[CH2:16][CH2:15][CH:14]([CH2:17][N:18]2[CH2:23][CH2:22][N:21]([C:24]([O:26][C:27]([CH3:30])([CH3:29])[CH3:28])=[O:25])[CH2:20][CH2:19]2)[CH2:13][CH2:12]1)=O)C1C=CC=CC=1>C(O)C>[NH:11]1[CH2:16][CH2:15][CH:14]([CH2:17][N:18]2[CH2:19][CH2:20][N:21]([C:24]([O:26][C:27]([CH3:30])([CH3:29])[CH3:28])=[O:25])[CH2:22][CH2:23]2)[CH2:13][CH2:12]1. Conditions: time 2 hour. The yield is 96.2%. Yields the product N1CCC(CC1)CN1CCN(CC1)C(=O)OC(C)(C)C (tert-butyl 4-(4-piperidylmethyl)piperazine-1-carboxylate). Reported procedure: To a solution of benzyl 4-formylpiperidine-1-carboxylate (3 g) and tert-butyl piperazine-1-carboxylate (2.2 g) in dichloromethane (100 ml) was added sodium triacetoxyborohydride ((2.6 g). The resulting solution was stirred at room temperature for 18 hours and then washed with 2M sodium hydroxide (2×50 ml) and 2M hydrochloric acid (2×50 ml), dried over Magnesium sulphate, filtered and evaporated to afford tert-butyl 4-[(1-benzyloxycarbonyl-4-piperidyl)methyl]piperazine-1-carboxylate (4.9 g) as an... Reactants: C(C)OC(C1C(C=C(C(=O)OCC)C(=C1)NC1=CC(=CC=C1)Cl)NC1=CC(=CC=C1)Cl)=O (2,5-bis-(m-chloroanilino)-dihydroterephthalic acid diethyl ester), ClC=1C=C(C=CC1)[N+](=O)[O-] (m-chloronitrobenzene), N1CCCCC1 (piperidine). Run in C(C)(=O)O (acetic acid). Yields the product C(C)OC(C1=C(C=C(C(=O)OCC)C(=C1)NC1=CC(=CC=C1)Cl)NC1=CC(=CC=C1)Cl)=O (2,5-bis-(m-chloroanilino)-terephthalic acid diethyl ester). Reaction SMILES: [CH2:1]([O:3][C:4](=[O:32])[CH:5]1[CH:15]=[C:14]([NH:16][C:17]2[CH:22]=[CH:21][CH:20]=[C:19]([Cl:23])[CH:18]=2)[C:8]([C:9]([O:11][CH2:12][CH3:13])=[O:10])=[CH:7][CH:6]1[NH:24][C:25]1[CH:30]=[CH:29][CH:28]=[C:27]([Cl:31])[CH:26]=1)[CH3:2].ClC1C=C([N+]([O-])=O)C=CC=1.N1CCCCC1>C(O)(=O)C>[CH2:1]([O:3][C:4](=[O:32])[C:5]1[CH:15]=[C:14]([NH:16][C:17]2[CH:22]=[CH:21][CH:20]=[C:19]([Cl:23])[CH:18]=2)[C:8]([C:9]([O:11][CH2:12][CH3:13])=[O:10])=[CH:7][C:6]=1[NH:24][C:25]1[CH:30]=[CH:29][CH:28]=[C:27]([Cl:31])[CH:26]=1)[CH3:2]. Procedure details: 20 parts of 2,5-bis-(m-chloroanilino)-dihydroterephthalic acid diethyl ester are oxidized by heating for three hours to 125° to 130° C. with 40 parts of m-chloronitrobenzene, with addition of 2 parts of glacial acetic acid and 0.6 part of piperidine. The 2,5-bis-(m-chloroanilino)-terephthalic acid diethyl ester is obtained having a content of chlorine of 14.7% (calculated: 15.0%). The reactants are C(C1=CC=CC=C1)(=O)OCC1OCCS1 (2-(benzoyloxymethyl)-1,3-oxathiolane), CC(C)CCC[C@@H](C)[C@H]1CC[C@H]2[C@@H]3CC=C4C[C@@H](O)CC[C@]4(C)[C@H]3CC[C@]12C (cholesterol), [Cl-].[Na+] (sodium chloride), [OH-].[Na+] (sodium hydroxide), P(O)(O)(O)=O.P(=O)([O-])([O-])[O-] (phosphoric acid phosphate), C(C1=CC=CC=C1)(=O)OCC1OCCS1 ((+/−)-2-(Benzoyloxymethyl)-1,3-oxathiolane). Solvent: C(C)#N (acetonitrile). Run at temperature 4 celsius, time 24 hour. Yields the product C(C1=CC=CC=C1)(=O)OC[C@@H]1OCCS1 (2(R)-(benzoyloxymethyl)-1,3-oxathiolane), OC[C@H]1OCCS1 (2(S)-(hydroxymethyl)-1,3-oxathiolane). As a reaction SMILES: [C:1]([O:9][CH2:10][CH:11]1[S:15][CH2:14][CH2:13][O:12]1)(=[O:8])[C:2]1[CH:7]=[CH:6][CH:5]=[CH:4][CH:3]=1.P(=O)(O)(O)O.P([O-])([O-])([O-])=O.CC(CCC[C@H]([C@@H]1[C@]2(C)[C@H]([C@H]3[C@H](CC2)[C@]2(C)C(C[C@H](CC2)O)=CC3)CC1)C)C.[OH-].[Na+].[Cl-].[Na+]>C(#N)C>[C:1]([O:9][CH2:10][C@H:11]1[S:15][CH2:14][CH2:13][O:12]1)(=[O:8])[C:2]1[CH:3]=[CH:4][CH:5]=[CH:6][CH:7]=1.[OH:9][CH2:10][C@@H:11]1[S:15][CH2:14][CH2:13][O:12]1 |f:1.2,4.5,6.7|. Reported procedure: (+/−)-2-(Benzoyloxymethyl)-1,3-oxathiolane (0.71 mmol, 160 mg) was dissolved in acetonitrile (0.6 mL) in a 25-mL round-bottomed flask. A 0.1 M phosphoric acid-phosphate buffer solution (15 mL) adjusted to pH 7.0 was added to the reaction followed by 21 units of cholesterol esterase from bovine pancreas (Sigma #C3766). The reaction was stirred at approximately 4° C. for a period of up to 24 h while maintaining the pH of the reaction media at pH 7.0 with 1 M sodium hydroxide solution. The progress... Reactants: resultant mixture, C[Si](C)(C)C#C (Trimethylsilylacetylene), C(CCC)[Li] (n-butyllithium), B(F)(F)F.CCOCC (boron trifluoride etherate), C(\C=C/CCCCCC)=O (3-Z-Nonenal). The solvent is C1CCOC1 (THF), C1CCOC1 (THF). Run at temperature -78 celsius, time 30 minute. Yields the product OC(C#C[Si](C)(C)C)C\C=C/CCCCC (3-Hydroxy-1-trimethylsilyl-undec-5Z-ene-1-yne). Yield: 60.0%. As a reaction SMILES: [CH3:1][Si:2]([C:5]#[CH:6])([CH3:4])[CH3:3].C([Li])CCC.B(F)(F)F.CCOCC.[CH:21](=[O:30])/[CH:22]=[CH:23]\[CH2:24][CH2:25][CH2:26][CH2:27][CH2:28][CH3:29]>C1COCC1>[OH:30][CH:21]([CH2:22]/[CH:23]=[CH:24]\[CH2:25][CH2:26][CH2:27][CH2:28][CH3:29])[C:6]#[C:5][Si:2]([CH3:4])([CH3:3])[CH3:1] |f:2.3|. Procedure details: Trimethylsilylacetylene (6.9 g, 48.6 mmole) is dissolved in 125 ml dry THF in a flamed dried 500 ml 3-neck round bottom flask under nitrogen at -78° C. The solution is treated with n-butyllithium (29.9 ml, 46.3 mmole) slowly dropwise over 10 minutes and stirred 30 minutes at -78° C. The reaction mixture is subsequently treated slowly dropwise with boron trifluoride etherate (6.0 ml, 48.8 mmole) and the resultant mixture is stirred 20 minutes at -78° C. 3-Z-Nonenal (6.2 g, 44 mmole), in 3×12 ml d... Reactants: C(C)(C)(C)OC(=O)NCC=1C=C(C=CC1N1N=CC=C1)NC(=S)N (N-(3-((tert-butoxycarbonyl)aminomethyl)-4-(pyrazol-1-yl)phenyl)thiourea), C1(=CC=C(C=C1)S(=O)(=O)Cl)C (p-toluenesulfonyl chloride), N1=CC=CC=C1 (pyridine), O (Water). The solvent is C(Cl)Cl (methylene chloride). Run at time 70 minute. Yields the product C(C)(C)(C)OC(NCC1=C(C=CC(=C1)NC#N)N1N=CC=C1)=O (N-(5-cyanoamino-2-(pyrazol-1-yl)phenylmethyl)carbamic acid tert-butyl ester). Isolated yield 87.0%. RXN SMILES: [C:1]([O:5][C:6]([NH:8][CH2:9][C:10]1[CH:11]=[C:12]([NH:21][C:22]([NH2:24])=S)[CH:13]=[CH:14][C:15]=1[N:16]1[CH:20]=[CH:19][CH:18]=[N:17]1)=[O:7])([CH3:4])([CH3:3])[CH3:2].C1(C)C=CC(S(Cl)(=O)=O)=CC=1.N1C=CC=CC=1.O>C(Cl)Cl>[C:1]([O:5][C:6](=[O:7])[NH:8][CH2:9][C:10]1[CH:11]=[C:12]([NH:21][C:22]#[N:24])[CH:13]=[CH:14][C:15]=1[N:16]1[CH:20]=[CH:19][CH:18]=[N:17]1)([CH3:4])([CH3:2])[CH3:3]. Procedure: A mixture of the compound (315 mg) obtained in Example 2c, p-toluenesulfonyl chloride (190 mg) and pyridine (2 ml) was stirred at room temperature for 70 minutes. Water was added to the reaction mixture and extraction with methylene chloride was conducted. The organic layer was washed with brine, dried with anhydrous sodium sulfate and then concentrated at reduced pressure. The resulting residue was purified by silica gel column chromatography (eluent; ethyl acetate:n-hexane=1:1) to give the tit... The reactants are C([O-])([O-])=O.[Na+].[Na+] (sodium carbonate), diazonium, NC1=C2C=CC(=CC2=CC=C1)S(=O)(=O)O (5-aminonaphthalene-2-sulphonic acid), N(=O)[O-].[Na+] (sodium nitrite), N1=C(F)N=C(F)N=C1F (cyanuric fluoride), C([O-])([O-])=O.[Na+].[Na+] (sodium carbonate), NC1=CC(=CC2=CC(=CC(=C12)O)S(=O)(=O)O)S(=O)(=O)O (1-amino-8-hydroxynaphthalene-3,6-disulphonic acid). Run in O (water), Cl (hydrochloric acid), O (water). Product: NC1=C(C=CC=C1)S(=O)(=O)O (2-aminobenzenesulphonic acid). As a reaction SMILES: N[C:2]1[C:11]2[C:6](=CC(S(O)(=O)=O)=CC=2O)[CH:5]=[C:4]([S:17]([OH:20])(=[O:19])=[O:18])[CH:3]=1.[N:21]1C(F)=NC(F)=NC=1F.C(=O)([O-])[O-].[Na+].[Na+].NC1C=CC=C2C=1C=CC(S(O)(=O)=O)=C2.N([O-])=O.[Na+]>O.Cl>[NH2:21][C:5]1[CH:6]=[CH:11][CH:2]=[CH:3][C:4]=1[S:17]([OH:20])(=[O:19])=[O:18] |f:2.3.4,6.7|. Reported procedure: 34.1 g of 1-amino-8-hydroxynaphthalene-3,6-disulphonic acid are dissolved in 400 ml of water at pH 5.5. After cooling the solution to 0°-5°, 9.2 ml of cyanuric fluoride are added dropwise in the course of 10 minutes, and during this the pH value in the solution is kept at 4.0-4.5 by adding 20% strength sodium carbonate solution dropwise. The solution is subsequently stirred at this pH value and at 0°-5° for 1/2 an hour and 24.5 g of 5-aminonaphthalene-2-sulphonic acid are then added. The ph valu...